Dataset: the Open Reaction Database (ORD), a public repository of structured organic reaction records. Task: describe an organic reaction: reactants, conditions, products, and yield Reactants: C(C)(=O)NC1=CC=C(C=C1)C12C(N(C(C2C1)=O)C)=O (1-(4-acetylaminophenyl)-3-methyl-3-azabicyclo[3.1.0]hexane-2,4-dione), Cl (hydrochloric acid), C([O-])(O)=O.[Na+] (sodium bicarbonate). Conditions: temperature 100 celsius, time 4 hour. Yields the product NC1=CC=C(C=C1)C12C(N(C(C2C1)=O)C)=O (1-(4-Aminophenyl)- 3-methyl-3-azabicyclo[3.1.0]hexane-2,4-dione). As a reaction SMILES: C([NH:4][C:5]1[CH:10]=[CH:9][C:8]([C:11]23[CH2:16][CH:15]2[C:14](=[O:17])[N:13]([CH3:18])[C:12]3=[O:19])=[CH:7][CH:6]=1)(=O)C.Cl.C(=O)(O)[O-].[Na+]>>[NH2:4][C:5]1[CH:6]=[CH:7][C:8]([C:11]23[CH2:16][CH:15]2[C:14](=[O:17])[N:13]([CH3:18])[C:12]3=[O:19])=[CH:9][CH:10]=1 |f:2.3|. Reported procedure: A mixture of 130 mg of 1-(4-acetylaminophenyl)-3-methyl-3-azabicyclo[3.1.0]hexane-2,4-dione and 1 ml of approx. 18% hydrochloric acid is stirred for about 4 hours at 100° C. The reaction mixture is adjusted at 0° C. to pH 9-10 with saturated aqueous sodium bicarbonate solution and extracted twice with ethyl acetate. The organic phases are washed until neutral with a small amount of water and a dilute solution of sodium chloride, dried over magnesium sulfate, filtered and concentrated. Recrystall... Starting materials: FC1=CC=C(C=C1)CC1=CN=C2C(=C(C(N(C2=C1)CC(N1CCCCC1)=O)=O)C(=O)OCC)O (ethyl 7-[(4-fluorophenyl)methyl]-4-hydroxy-2-oxo-1-[2-oxo-2-(1-piperidinyl)ethyl]-1,2-dihydro-1,5-naphthyridine-3-carboxylate), NCCN1CCOCC1 (4-(2-aminoethyl)morpholine). Yields the product FC1=CC=C(C=C1)CC1=CN=C2C(=C(C(N(C2=C1)CC(N1CCCCC1)=O)=O)C(=O)NCCN1CCOCC1)O (7-[(4-Fluorophenyl)methyl]-4-hydroxy-N-[2-(4-morpholinyl)ethyl]-2-oxo-1-[2-oxo-2-(1-piperidinyl)ethyl]-1,2-dihydro-1,5-naphthyridine-3-carboxamide). Reaction SMILES: [F:1][C:2]1[CH:7]=[CH:6][C:5]([CH2:8][C:9]2[CH:18]=[C:17]3[C:12]([C:13]([OH:34])=[C:14]([C:29](OCC)=[O:30])[C:15](=[O:28])[N:16]3[CH2:19][C:20](=[O:27])[N:21]3[CH2:26][CH2:25][CH2:24][CH2:23][CH2:22]3)=[N:11][CH:10]=2)=[CH:4][CH:3]=1.[NH2:35][CH2:36][CH2:37][N:38]1[CH2:43][CH2:42][O:41][CH2:40][CH2:39]1>>[F:1][C:2]1[CH:7]=[CH:6][C:5]([CH2:8][C:9]2[CH:18]=[C:17]3[C:12]([C:13]([OH:34])=[C:14]([C:29]([NH:35][CH2:36][CH2:37][N:38]4[CH2:43][CH2:42][O:41][CH2:40][CH2:39]4)=[O:30])[C:15](=[O:28])[N:16]3[CH2:19][C:20](=[O:27])[N:21]3[CH2:26][CH2:25][CH2:24][CH2:23][CH2:22]3)=[N:11][CH:10]=2)=[CH:4][CH:3]=1. Procedure details: This compound was prepared from ethyl 7-[(4-fluorophenyl)methyl]-4-hydroxy-2-oxo-1-[2-oxo-2-(1-piperidinyl)ethyl]-1,2-dihydro-1,5-naphthyridine-3-carboxylate and 4-(2-aminoethyl)morpholine employing methods similar to those those described in Example 9 and was purified by reverse phase preparative HPLC (C-18 stationary phase; 10-100% CH3CN/water/0.1% formic acid mobile phase). The product was obtained as a light yellow rigid foam: 1H NMR (CDCl3) δ 10.41 (1H, m), 8.57 (1H, s), 7.15 (2H, dd, J=8.5... Starting materials: ( I ), C(C)(=O)[O-].[K+] (potassium acetate), ( II ), mono-amino, ( II ), CS(=O)(=O)O (methane-sulfonic acid), C(CCN)N (propane-1,3-diamine), C(C1=CC=CC=C1)OC(=O)Cl (benzyloxycarbonyl chloride), C(CCN)N (propane-1,3-diamine), mono-amino, α,ω-alkanediamine. The solvent is C(C)O (ethanol), C(OC)COC (dimethoxyethane). Reaction conditions: temperature 20 celsius. Yields the product C(C1=CC=CC=C1)OC(=O)NCCCN (N-(benzyloxycarbonyl)-propane-1,3-diamine). As a reaction SMILES: [CH2:1]([NH2:5])[CH2:2][CH2:3][NH2:4].CS(O)(=O)=O.[CH2:11]([O:18][C:19](Cl)=[O:20])[C:12]1[CH:17]=[CH:16][CH:15]=[CH:14][CH:13]=1.C([O-])(=O)C.[K+]>C(COC)OC.C(O)C>[CH2:11]([O:18][C:19]([NH:4][CH2:3][CH2:2][CH2:1][NH2:5])=[O:20])[C:12]1[CH:17]=[CH:16][CH:15]=[CH:14][CH:13]=1 |f:3.4|. Reported procedure: In the process for the preparation of the novel compound of the general formula (I) according to the aforesaid second aspect of this invention, there is employed as the starting compound such a mono-amino-protected derivative of the α,ω-alkanediamine as represented by the general formula (II) shown hereinbefore. This mono-amino-protected derivative of the formula (II) may be prepared by anyone of known various methods but preferably may be prepared in accordance with the method of Atwell & Denny...